Task: describe an organic reaction: reactants, conditions, products, and yield. Dataset: the Open Reaction Database (ORD), a public repository of structured organic reaction records Reactants: OCC(C(=O)OC)(C)C (methyl 3-hydroxy-2,2-dimethylpropanoate), C=1C=C[NH+]=CC1.[O-][Cr](=O)(=O)Cl (PCC). Run in C(Cl)Cl (DCM). Reaction conditions: time 8 hour. Yields the product CC(C(=O)OC)(C=O)C (methyl 2,2-dimethyl-3-oxopropanoate). RXN SMILES: [OH:1][CH2:2][C:3]([CH3:9])([CH3:8])[C:4]([O:6][CH3:7])=[O:5].C1C=C[NH+]=CC=1.[O-][Cr](Cl)(=O)=O>C(Cl)Cl>[CH3:8][C:3]([CH3:9])([CH:2]=[O:1])[C:4]([O:6][CH3:7])=[O:5] |f:1.2|. Procedure: Step-1: A solution of methyl 3-hydroxy-2,2-dimethylpropanoate (8.6 g, 65.1 mmol) in 100 mL DCM was cooled to 0° C. under N2. PCC (24.8 g, 115.2 mmol) was added portionwise over several minutes. The mixture was allowed to gradually warm to room temperature and was stirred overnight. The mixture was filtered through silica gel. Enough Celite is added to the remaining oil so that all is adsorbed. This is added to the top of a silica pad and this is washed with about 1.5 L DCM. The solution is then ... Starting materials: C([O-])(O)=O.[Na+] (sodium bicarbonate), C(C)(C)(C)OC(=O)N1CCC(CC1)O (4-hydroxy-piperidine-1-carboxylic acid tert-butyl ester), CC(C)([O-])C.[K+] (potassium tert-butoxide), ClC1=NC=NC(=C1)Cl (4,6-dichloropyrimidine). Run in C1CCOC1 (THF). Conditions: time 1 hour. The product is C(C)(C)(C)OC(=O)N1CCC(CC1)OC1=NC=NC(=C1)Cl (4-(6-Chloro-pyrimidin-4-yloxy)-piperidine-1-carboxylic acid tert-butyl ester). Yield: 51.4%. As a reaction SMILES: [C:1]([O:5][C:6]([N:8]1[CH2:13][CH2:12][CH:11]([OH:14])[CH2:10][CH2:9]1)=[O:7])([CH3:4])([CH3:3])[CH3:2].CC(C)([O-])C.[K+].[Cl:21][C:22]1[CH:27]=[C:26](Cl)[N:25]=[CH:24][N:23]=1.C(=O)(O)[O-].[Na+]>C1COCC1>[C:1]([O:5][C:6]([N:8]1[CH2:13][CH2:12][CH:11]([O:14][C:26]2[CH:27]=[C:22]([Cl:21])[N:23]=[CH:24][N:25]=2)[CH2:10][CH2:9]1)=[O:7])([CH3:4])([CH3:2])[CH3:3] |f:1.2,4.5|. Procedure: To a solution of 4-hydroxy-piperidine-1-carboxylic acid tert-butyl ester (3.1 g, 15.5 mmol) and potassium tert-butoxide (1.74 g, 1 eq) in 20 mL THF at 0° C., was added 4,6-dichloropyrimidine (2.3 g, 1 eq). The reaction mixture was stirred for 1 h then a solution of saturated sodium bicarbonate was added. The aqueous layer was extracted with ethyl acetate twice and the combined extracts were washed with a solution of saturated sodium bicarbonate, dried over magnesium sulfate and evaporated. The r... Reactants: C1(=CC=CC=C1)C(C(=O)O[C@@H]1CN2CCC1CC2)NC2=CC=CC=C2 ((S)-quinuclidin-3-yl 2-phenyl-2-(phenylamino)acetate), ClCC(=O)C1=CC=CC=C1 (2-chloro-1-phenylethanone). Solvent: CCOC(=O)C (EtOAc). Conditions: time 15 hour. Product: [Cl-].O=C(C[N+]12C[C@H](C(CC1)CC2)OC(C(NC2=CC=CC=C2)C2=CC=CC=C2)=O)C2=CC=CC=C2 ((S)-1-(2-oxo-2-phenyl-ethyl)-3-(2-phenyl-2-phenylamino-acetoxy)-1-azonia-bicyclo[2.2.2]octane chloride). The yield is 64.8%. RXN SMILES: [C:1]1([CH:7]([NH:19][C:20]2[CH:25]=[CH:24][CH:23]=[CH:22][CH:21]=2)[C:8]([O:10][C@H:11]2[CH:16]3[CH2:17][CH2:18][N:13]([CH2:14][CH2:15]3)[CH2:12]2)=[O:9])[CH:6]=[CH:5][CH:4]=[CH:3][CH:2]=1.[Cl:26][CH2:27][C:28]([C:30]1[CH:35]=[CH:34][CH:33]=[CH:32][CH:31]=1)=[O:29]>CCOC(C)=O>[Cl-:26].[O:29]=[C:28]([C:30]1[CH:35]=[CH:34][CH:33]=[CH:32][CH:31]=1)[CH2:27][N+:13]12[CH2:14][CH2:15][CH:16]([CH2:17][CH2:18]1)[C@H:11]([O:10][C:8](=[O:9])[CH:7]([C:1]1[CH:2]=[CH:3][CH:4]=[CH:5][CH:6]=1)[NH:19][C:20]1[CH:25]=[CH:24][CH:23]=[CH:22][CH:21]=1)[CH2:12]2 |f:3.4|. Procedure: To a solution of (S)-quinuclidin-3-yl 2-phenyl-2-(phenylamino)acetate (50.0 mg, 0.15 mmol) in EtOAc (2 mL), is added 2-chloro-1-phenylethanone (23.0 mg, 0.15 mmol) and the reaction is stirred first at RT for 15 hours, then at 70° C. for 7 hours and finally at RT for 3 days. The solvent is removed and the resulting crude is triturated with i-Pr2O/Et2O (3/1) and then with i-Pr2O to achieve the title compound as a beige solid (47.7 mg, 65% yield, chloride salt, mixture of diastereoisomers). Reported procedure: 35 g of 5-nitro vanillin (commercial) and 1200 ml of dichloromethane were mixed together under nitrogen and the mixture was cooled to 0° C. 533 ml of a molar solution of boron tribromide in dichloromethane were added and the mixture stood for 2 days at abmient temperature and then was concentrated. The residue was taken up cold (ice bath+methanol) in 300 ml of 2N hydrochloric acid and the mixture was stirred for two to three hours at this temperature, then left for 16 hours at ambient temperatur... The product is [N+](=O)([O-])C=1C=C(C=O)C=C(C1O)O (3-nitro-4,5-dihydroxy benzaldehyde). Conditions: temperature 0 celsius, time 2 day. Isolated yield 55.4%. Starting materials: molar solution, B(Br)(Br)Br (boron tribromide), [N+](=O)([O-])C=1C(=C(C=C(C=O)C1)OC)O (5-nitro vanillin). Reaction SMILES: [N+:1]([C:4]1[C:5]([OH:14])=[C:6]([O:12]C)[CH:7]=[C:8]([CH:11]=1)[CH:9]=[O:10])([O-:3])=[O:2].B(Br)(Br)Br>ClCCl>[N+:1]([C:4]1[CH:11]=[C:8]([CH:7]=[C:6]([OH:12])[C:5]=1[OH:14])[CH:9]=[O:10])([O-:3])=[O:2]. Run in ClCCl (dichloromethane), ClCCl (dichloromethane).